This data is from the Open Reaction Database (ORD), a public repository of structured organic reaction records. The task is: describe an organic reaction: reactants, conditions, products, and yield Starting materials: Cc1ccc(N(CC(=O)O)S(=O)(=O)c2ccc(C(C)(C)C)cc2)cc1, OCCNCc1ccccn1. The product is Cc1ccc(N(CC(=O)N(CCO)Cc2ccccn2)S(=O)(=O)c2ccc(C(C)(C)C)cc2)cc1. As a reaction SMILES: [C:1]([CH3:2])([CH3:3])([CH3:4])[c:5]1[cH:6][cH:7][c:8]([S:11](=[O:12])(=[O:13])[N:14]([c:15]2[cH:16][cH:17][c:18]([CH3:21])[cH:19][cH:20]2)[CH2:22][C:23](=[O:24])[OH:25])[cH:9][cH:10]1.[n:26]1[c:27]([CH2:32][NH:33][CH2:34][CH2:35][OH:36])[cH:28][cH:29][cH:30][cH:31]1>>[C:1]([CH3:2])([CH3:3])([CH3:4])[c:5]1[cH:6][cH:7][c:8]([S:11](=[O:12])(=[O:13])[N:14]([c:15]2[cH:16][cH:17][c:18]([CH3:21])[cH:19][cH:20]2)[CH2:22][C:23](=[O:25])[N:33]([CH2:32][c:27]2[n:26][cH:31][cH:30][cH:29][cH:28]2)[CH2:34][CH2:35][OH:36])[cH:9][cH:10]1. Starting materials: BrC(C)CCCC(C)C (2-bromo-6-methyl-heptane), COC=1C=C(C=CC1)O (m-methoxy-phenol). Product: CC(CCCC(C)C)OC=1C=C(C=CC1)OC (m-[(1,5-dimethyl-hexyl)-oxy]-anisole). As a reaction SMILES: Br[CH:2]([CH2:4][CH2:5][CH2:6][CH:7]([CH3:9])[CH3:8])[CH3:3].[CH3:10][O:11][C:12]1[CH:13]=[C:14]([OH:18])[CH:15]=[CH:16][CH:17]=1>>[CH3:3][CH:2]([O:18][C:14]1[CH:13]=[C:12]([O:11][CH3:10])[CH:17]=[CH:16][CH:15]=1)[CH2:4][CH2:5][CH2:6][CH:7]([CH3:9])[CH3:8]. Procedure details: 2-bromo-6-methyl-heptane was reacted with m-methoxy-phenol to obtain m-[(1,5-dimethyl-hexyl)-oxy]-anisole (boiling point = 210°-212°C/12 mmHg);